Dataset: the Open Reaction Database (ORD), a public repository of structured organic reaction records. Task: describe an organic reaction: reactants, conditions, products, and yield The reactants are solution, CN(C=O)C (N,N-dimethylformamide), Example 11 ( 11a ), CCCCCC (hexane), Example 10 ( 10b ), C(C)(C)(C)[Si](OCC=1SC=C(C1)C)(C)C (t-butyl(dimethyl) [(4-methyl-2-thienyl)methoxy]silane), C(CCC)[Li] (n-butyllithium). Yields the product crude product, [Si](C)(C)(C(C)(C)C)OCC1=CC(=C(S1)C=O)C (5-({[t-Butyl(dimethyl)silyl]oxy}methyl)-3-methylthiophene-2-carboxaldehyde). As a reaction SMILES: [C:1]([Si:5]([CH3:15])([CH3:14])[O:6][CH2:7][C:8]1[S:9][CH:10]=[C:11]([CH3:13])[CH:12]=1)([CH3:4])([CH3:3])[CH3:2].C([Li])CCC.CCCCCC.CN(C)[CH:29]=[O:30]>>[Si:5]([O:6][CH2:7][C:8]1[S:9][C:10]([CH:29]=[O:30])=[C:11]([CH3:13])[CH:12]=1)([C:1]([CH3:4])([CH3:3])[CH3:2])([CH3:15])[CH3:14]. Procedure: The crude product of the title compound was synthesized by conducting the reaction similar to that mentioned in Example 10 (10b) using t-butyl(dimethyl) [(4-methyl-2-thienyl)methoxy]silane (2.5 g, 10 mmol) that was obtained in Example 11 (11a), 1.6 M solution of n-butyllithium in hexane (7.8 mL, 12 mmol), and N,N-dimethylformamide (1.6 mL, 21 mmol). Subsequently, the crude product of the title compound thus obtained was purified by chromatography on a silica gel column using a mixed solvent of e... Product: CC1(COC2=C(N=C(N=C2N2CCOCC2)C=2C=C(C=CC2)NS(=O)(=O)C)O1)C (N-[3-(7,7-dimethyl-4-morpholino-6H-[1,4]dioxino[2,3-d]pyrimidin-2-yl)phenyl]methanesulfonamide). Reagents/catalysts: Cl[Pd]([P](C1=CC=CC=C1)(C2=CC=CC=C2)C3=CC=CC=C3)([P](C4=CC=CC=C4)(C5=CC=CC=C5)C6=CC=CC=C6)Cl (Pd(PPh3)2Cl2). Reactants: ClC=1N=C(C2=C(N1)OC(CO2)(C)C)N2CCOCC2 (2-chloro-7,7-dimethyl-4-morpholin-4-yl-6,7-dihydro-[1,4]dioxino[2,3-d]pyrimidine), CS(=O)(=O)NC=1C=C(C=CC1)B(O)O (3-(methanesulfonylamino)phenylboronic acid), C([O-])([O-])=O.[Na+].[Na+] (sodium carbonate). Procedure: A microwave vial was charged with 2-chloro-7,7-dimethyl-4-morpholin-4-yl-6,7-dihydro-[1,4]dioxino[2,3-d]pyrimidine from Example 104 (50 mg, 0.18 mmol), 3-(methanesulfonylamino)phenylboronic acid (57 mg, 0.27 mmol), Pd(PPh3)2Cl2 (12 mg, 0.02 mmol) and sodium carbonate (0.5 mL, 0.5 mmol, 1M aqueous solution) in acetonitrile (1.5 mL) then evacuated and back filled with nitrogen before being heated at 120° C. for 30 minutes using microwave irradiation. The reaction mixture was loaded onto an Isolute... The yield is 14.5%. Conditions: temperature 120 celsius. Reaction SMILES: Cl[C:2]1[N:3]=[C:4]([N:14]2[CH2:19][CH2:18][O:17][CH2:16][CH2:15]2)[C:5]2[O:11][CH2:10][C:9]([CH3:13])([CH3:12])[O:8][C:6]=2[N:7]=1.[CH3:20][S:21]([NH:24][C:25]1[CH:26]=[C:27](B(O)O)[CH:28]=[CH:29][CH:30]=1)(=[O:23])=[O:22].C(=O)([O-])[O-].[Na+].[Na+]>C(#N)C.Cl[Pd](Cl)([P](C1C=CC=CC=1)(C1C=CC=CC=1)C1C=CC=CC=1)[P](C1C=CC=CC=1)(C1C=CC=CC=1)C1C=CC=CC=1>[CH3:12][C:9]1([CH3:13])[O:8][C:6]2[N:7]=[C:2]([C:29]3[CH:30]=[C:25]([NH:24][S:21]([CH3:20])(=[O:22])=[O:23])[CH:26]=[CH:27][CH:28]=3)[N:3]=[C:4]([N:14]3[CH2:19][CH2:18][O:17][CH2:16][CH2:15]3)[C:5]=2[O:11][CH2:10]1 |f:2.3.4,^1:45,64|. Run in C(C)#N (acetonitrile). Yield: 84.8%. Yields the product NC(CCOC=1N=NC(=CC1)Cl)(C)C (3-(3-amino-3-methylbutoxy)-6-chloropyridazine). Solvent: C1=CC=CC=C1 (benzene), CCOCC (ether), C1=CC=CC=C1 (benzene), C(C)(C)(C)O (t-butanol). RXN SMILES: [H-].[Na+].[Cl:3][C:4]1[N:5]=[N:6][C:7](Cl)=[CH:8][CH:9]=1.[NH2:11][C:12]([CH3:17])([CH3:16])[CH2:13][CH2:14][OH:15]>CCOCC.C1C=CC=CC=1.C(O)(C)(C)C>[NH2:11][C:12]([CH3:17])([CH3:16])[CH2:13][CH2:14][O:15][C:7]1[N:6]=[N:5][C:4]([Cl:3])=[CH:9][CH:8]=1 |f:0.1|. Starting materials: [H-].[Na+] (sodium hydride), ClC=1N=NC(=CC1)Cl (3,6-dichloropyridazine), NC(CCO)(C)C (3-amino-3-methylbutanol). Procedure: A mixture of 0.62 g of 60% sodium hydride, 1.91 g of 3,6-dichloropyridazine and 10 ml of benzene was stirred while being cooled with ice, and a solution consisting of 1.32 g of 3-amino-3-methylbutanol, 3 ml of t-butanol and 5 ml of benzene was added dropwise. After stirring at room temperature for 30 minutes, ether was added to the reaction mixture, and the solid was removed by filtration with Hyflo Super-Cel. The filtrate was concentrated under reduced pressure. n-Hexane was added to the result... The reactants are C(C1=CC=CC=C1)OC1=CC=C(C2=C1NC(CO2)=O)C(C(O)O)=O (5-benzyloxy-8-(2,2-dihydroxy-acetyl)-4H-benzo[1,4]oxazin-3-one), NC1(CC1)CC1=CC=C(C=C1)C1(CC1)O (1-[4-(1-amino-cyclopropylmethyl)-phenyl]-cyclopropanol), FC(C(=O)[O-])(F)F (trifluoroacetate). Product: OC1=CC=C(C2=C1NC(CO2)=O)C(CNC2(CC2)CC2=CC=C(C=C2)C2(CC2)O)O (5-hydroxy-8-(1-hydroxy-2-{1-[4-(1-hydroxy-cyclopropyl)-benzyl]-cyclopropylamino}-ethyl)-4H-benzo[1,4]oxazin-3-one). As a reaction SMILES: C([O:8][C:9]1[C:14]2[NH:15][C:16](=[O:19])[CH2:17][O:18][C:13]=2[C:12]([C:20](=[O:24])[CH:21](O)O)=[CH:11][CH:10]=1)C1C=CC=CC=1.[NH2:25][C:26]1([CH2:29][C:30]2[CH:35]=[CH:34][C:33]([C:36]3([OH:39])[CH2:38][CH2:37]3)=[CH:32][CH:31]=2)[CH2:28][CH2:27]1.FC(F)(F)C([O-])=O>>[OH:8][C:9]1[C:14]2[NH:15][C:16](=[O:19])[CH2:17][O:18][C:13]=2[C:12]([CH:20]([OH:24])[CH2:21][NH:25][C:26]2([CH2:29][C:30]3[CH:35]=[CH:34][C:33]([C:36]4([OH:39])[CH2:38][CH2:37]4)=[CH:32][CH:31]=3)[CH2:27][CH2:28]2)=[CH:11][CH:10]=1. Procedure details: Prepared according to general method 3 from 329 mg (1 mmol) 5-benzyloxy-8-(2,2-dihydroxy-acetyl)-4H-benzo[1,4]oxazin-3-one and 203 mg (1 mmol) 1-[4-(1-amino-cyclopropylmethyl)-phenyl]-cyclopropanol. Yield: 29 mg (6%, trifluoroacetate); mass spectroscopy: [M+H]+=411.